Dataset: the Open Reaction Database (ORD), a public repository of structured organic reaction records. Task: describe an organic reaction: reactants, conditions, products, and yield Reactants: FC=1C=C(C=CC1O)N1C2(CCC2)C(N(C1=S)C=1C=C(C(=NC1)C#N)C(F)(F)F)=O (5-(5-(3-fluoro-4-hydroxyphenyl)-8-oxo-6-thioxo-5,7-diazaspiro[3.4]octan-7-yl)-3-(trifluoromethyl)picolinonitrile), FC=1C=C(C=CC1O)N1C2(CCC2)C(N(C1=S)C=1C=C(C(=NC1)C#N)C(F)(F)F)=O (5-(5-(3-fluoro-4-hydroxyphenyl)-8-oxo-6-thioxo-5,7-diazaspiro[3.4]octan-7-yl)-3-(trifluoromethyl)picolinonitrile), N1(CCCC1)CCO (2-(pyrrolidin-1-yl)ethanol), C1(=CC=CC=C1)P(C1=CC=CC=C1)C1=CC=CC=C1 (triphenylphosphine), N(=NC(=O)OC(C)C)C(=O)OC(C)C (diisopropyl azodicarboxylate). The solvent is C1CCOC1 (THF). Reaction conditions: time 2 day. Product: FC=1C=C(C=CC1OCCN1CCCC1)N1C2(CCC2)C(N(C1=S)C=1C=C(C(=NC1)C#N)C(F)(F)F)=O (5-(5-(3-Fluoro-4-(2-(pyrrolidin-1-yl)ethoxy)phenyl)-8-oxo-6-thioxo-5,7-diazaspiro[3.4]octan-7-yl)-3-(trifluoromethyl)picolinonitrile). RXN SMILES: [F:1][C:2]1[CH:3]=[C:4]([N:9]2[C:16](=[S:17])[N:15]([C:18]3[CH:19]=[C:20]([C:26]([F:29])([F:28])[F:27])[C:21]([C:24]#[N:25])=[N:22][CH:23]=3)[C:14](=[O:30])[C:10]32[CH2:13][CH2:12][CH2:11]3)[CH:5]=[CH:6][C:7]=1[OH:8].[N:31]1([CH2:36][CH2:37]O)[CH2:35][CH2:34][CH2:33][CH2:32]1.C1(P(C2C=CC=CC=2)C2C=CC=CC=2)C=CC=CC=1.N(C(OC(C)C)=O)=NC(OC(C)C)=O>C1COCC1>[F:1][C:2]1[CH:3]=[C:4]([N:9]2[C:16](=[S:17])[N:15]([C:18]3[CH:19]=[C:20]([C:26]([F:29])([F:27])[F:28])[C:21]([C:24]#[N:25])=[N:22][CH:23]=3)[C:14](=[O:30])[C:10]32[CH2:11][CH2:12][CH2:13]3)[CH:5]=[CH:6][C:7]=1[O:8][CH2:37][CH2:36][N:31]1[CH2:35][CH2:34][CH2:33][CH2:32]1. Procedure details: A mixture of 5-(5-(3-fluoro-4-hydroxyphenyl)-8-oxo-6-thioxo-5,7-diazaspiro[3.4]octan-7-yl)-3-(trifluoromethyl)picolinonitrile (Compound 1, 100 mg, 0.23 mmol), 2-(pyrrolidin-1-yl)ethanol (35 μL, 0.30 mmol), triphenylphosphine (79 mg, 0.30 mmol), and diisopropyl azodicarboxylate (60 μL, 0.30 mmol) in THF (5 mL) was stirred at room temperature for 2 days. The reaction mixture was absorbed on silica gel and purified by column chromatography on silica gel eluting with 0 to 10% MeOH/DCM to afford impu...